Dataset: the Open Reaction Database (ORD), a public repository of structured organic reaction records. Task: describe an organic reaction: reactants, conditions, products, and yield Reactants: C(C)(C)(C)OC(NC1(CCC1)C1=CC=C(C=C1)C1=C(OC2=CC=C(C=C2C1=O)F)C1=CC=CC=C1)=O ({1-[4-(6-fluoro-4-oxo-2-phenyl-4H-chromen-3-yl)-phenyl]-cyclobutyl}-carbamic acid tert-butyl ester), IC1=C(OC2=CC(=CC=C2C1=O)OC)C1=CC=CC=C1 (3-iodo-7-methoxy-2-phenyl-chromen-4-one). Product: C(C)(C)(C)OC(NC1(CCC1)C1=CC=C(C=C1)C1=C(OC2=CC(=CC=C2C1=O)OC)C1=CC=CC=C1)=O ({1-[4-(7-Methoxy-4-oxo-2-phenyl-4H-chromen-3-yl)-phenyl]-cyclobutyl}-carbamic acid tert-butyl ester). Isolated yield 100.0%. As a reaction SMILES: [C:1]([O:5][C:6](=[O:36])[NH:7][C:8]1([C:12]2[CH:17]=[CH:16][C:15]([C:18]3[C:27](=[O:28])[C:26]4[C:21](=[CH:22][CH:23]=[C:24](F)[CH:25]=4)[O:20][C:19]=3[C:30]3[CH:35]=[CH:34][CH:33]=[CH:32][CH:31]=3)=[CH:14][CH:13]=2)[CH2:11][CH2:10][CH2:9]1)([CH3:4])([CH3:3])[CH3:2].IC1C(=O)C2C(=CC(OC)=CC=2)[O:40][C:39]=1C1C=CC=CC=1>>[C:1]([O:5][C:6](=[O:36])[NH:7][C:8]1([C:12]2[CH:17]=[CH:16][C:15]([C:18]3[C:27](=[O:28])[C:26]4[C:21](=[CH:22][C:23]([O:40][CH3:39])=[CH:24][CH:25]=4)[O:20][C:19]=3[C:30]3[CH:35]=[CH:34][CH:33]=[CH:32][CH:31]=3)=[CH:14][CH:13]=2)[CH2:11][CH2:10][CH2:9]1)([CH3:4])([CH3:3])[CH3:2]. Reported procedure: Following the procedure used to prepare {1-[4-(6-fluoro-4-oxo-2-phenyl-4H-chromen-3-yl)-phenyl]-cyclobutyl}-carbamic acid tert-butyl ester, 3-iodo-7-methoxy-2-phenyl-chromen-4-one was reacted to give the title compound (80 mg, 100%) as a colourless oil. LCMS (Method A) RT=4.88 min, [M+H]+=498. The reactants are ClC=1C=C(C=CC1C=O)C1=CC(=C(C=C1)O)F (3-chloro-3′-fluoro-4′-hydroxy-1,1′-biphenyl-4-carbaldehyde), Cl.NO (hydroxylamine hydrochloride). Product: ClC=1C=C(C=CC1C=NO)C1=CC(=C(C=C1)O)F (3-Chloro-3′-fluoro-4′-hydroxy-1,1′-biphenyl-4-carbaldehyde oxime), yellowish solid. Isolated yield 66.0%. Reaction SMILES: [Cl:1][C:2]1[CH:3]=[C:4]([C:10]2[CH:15]=[CH:14][C:13]([OH:16])=[C:12]([F:17])[CH:11]=2)[CH:5]=[CH:6][C:7]=1[CH:8]=O.Cl.[NH2:19][OH:20]>>[Cl:1][C:2]1[CH:3]=[C:4]([C:10]2[CH:15]=[CH:14][C:13]([OH:16])=[C:12]([F:17])[CH:11]=2)[CH:5]=[CH:6][C:7]=1[CH:8]=[N:19][OH:20] |f:1.2|. Procedure: The title compound was prepared by reacting 3-chloro-3′-fluoro-4′-hydroxy-1,1′-biphenyl-4-carbaldehyde (1.52 mmol) with hydroxylamine hydrochloride (233 mg, 3.34 mmol) according to Method C to yield 260 mg (66%) of yellowish solid: mp 198-200° C.; 1H NMR (DMSO-d6): δ 7.03 (1H, t, J=8.79 Hz), 7.41-7.43 (1H, m), 7.60 (1H, dd, J=12.91 Hz, J=2.20 Hz), 7.64-7.66 (1H, m), 7.77 (1H, d, J=1.92 Hz), 7.84 (1H, d, J=8.24 Hz), 8.36 (1H, s),10.16 (1H, bs), 11.68 (1H, bs); MS (ESI) m/z 264/266 (M−H)−, 266/268... Starting materials: ClCc1ccc(-n2ccnc2)cc1, Cl, Cc1c(CCC(=O)O)[nH]c2ccc(F)cc12, [H-], [Na+], CN(C)C=O, O. Product: Cc1c(CCC(=O)O)n(Cc2ccc(-n3ccnc3)cc2)c2ccc(F)cc12. As a reaction SMILES: [Cl:20][CH2:21][c:22]1[cH:23][cH:24][c:25](-[n:28]2[cH:29][n:30][cH:31][cH:32]2)[cH:26][cH:27]1.[ClH:19].[F:1][c:2]1[cH:3][c:4]2[c:5]([CH3:16])[c:6]([CH2:11][CH2:12][C:13](=[O:14])[OH:15])[nH:7][c:8]2[cH:9][cH:10]1.[H-:18].[Na+:17].[O:34]=[CH:35][N:36]([CH3:37])[CH3:38].[OH2:33]>>[F:1][c:2]1[cH:3][c:4]2[c:5]([CH3:16])[c:6]([CH2:11][CH2:12][C:13](=[O:14])[OH:15])[n:7]([CH2:21][c:22]3[cH:23][cH:24][c:25](-[n:28]4[cH:29][n:30][cH:31][cH:32]4)[cH:26][cH:27]3)[c:8]2[cH:9][cH:10]1. Starting materials: O.C1(=CC=C(C=C1)S(=O)(=O)O)C (p-toluenesulfonic acid monohydrate), [OH-].[Na+] (sodium hydroxide), ice water, Cl (Hydrogen chloride), CN1CCN(CC1)CCOCC(OC1OCCCC1)C1=CC=CC2=CC=CC=C12 (2-[2-(4-methylpiperazin-1-yl)ethoxy]-1-(1-naphthyl)-1-(tetrahydropyran-2-yloxy)ethane). The solvent is O (water), C(C)OCC (diethyl ether), CC(=O)C (acetone), C(Cl)(Cl)Cl (chloroform), CC(=O)C (acetone). Reaction conditions: temperature 40 celsius, time 1 hour. Yields the product Cl.Cl.CN1CCN(CC1)CCOCC(O)C1=CC=CC2=CC=CC=C12 (2-[2-(4-methylpiperazin-1-yl)ethoxy]-1-(1-naphthyl)ethanol dihydrochloride). As a reaction SMILES: [CH3:1][N:2]1[CH2:7][CH2:6][N:5]([CH2:8][CH2:9][O:10][CH2:11][CH:12]([C:20]2[C:29]3[C:24](=[CH:25][CH:26]=[CH:27][CH:28]=3)[CH:23]=[CH:22][CH:21]=2)[O:13]C2CCCCO2)[CH2:4][CH2:3]1.O.C1(C)C=CC(S(O)(=O)=O)=CC=1.[OH-].[Na+].[ClH:44]>CC(C)=O.C(OCC)C.C(Cl)(Cl)Cl.O>[ClH:44].[ClH:44].[CH3:1][N:2]1[CH2:7][CH2:6][N:5]([CH2:8][CH2:9][O:10][CH2:11][CH:12]([C:20]2[C:29]3[C:24](=[CH:25][CH:26]=[CH:27][CH:28]=3)[CH:23]=[CH:22][CH:21]=2)[OH:13])[CH2:4][CH2:3]1 |f:1.2,3.4,10.11.12|. Procedure details: In 30 ml of acetone was dissolved 3.3 g of 2-[2-(4-methylpiperazin-1-yl)ethoxy]-1-(1-naphthyl)-1-(tetrahydropyran-2-yloxy)ethane. To the solution were added 3.46 g of p-toluenesulfonic acid monohydrate and 7 ml of water at room temperature. The resulting mixture was stirred at the same temperature for 30 minutes and further at 40° C. for 1 hour. The reaction mixture was added to a mixture of 60 ml of chloroform and 60 ml of ice water. The mixture was adjusted to pH 11 with a 10% aqueous sodium h... The reactants are S(=O)(=O)(C1=CC=C(C)C=C1)N[C@@H](CC1=CNC=N1)C(=O)O (tosyl-L-histidine), N[C@@H](CC1CCCCC1)[C@H](CCC(C)C)O (2(S)-amino-1-cyclohexyl-3(S)-hydroxy-6-methylheptane), C(C)N=C=NCCCN(C)C (N-ethyl-N'-(3-dimethylaminopropyl)carbodiimide). Run in C(Cl)Cl (methylene chloride). Run at time 3 hour. Yields the product NC(C[C@H](CCC(C)C)O)C1CCCCC1 (amino-1-cyclohexyl-3(S)-hydroxy-6-methylheptane). Yield: 108.1%. RXN SMILES: S([NH:11][C@H](C(O)=O)CC1N=CNC=1)(C1C=CC(C)=CC=1)(=O)=O.N[C@H:23]([C@@H:31]([OH:37])[CH2:32][CH2:33][CH:34]([CH3:36])[CH3:35])[CH2:24][CH:25]1[CH2:30][CH2:29][CH2:28][CH2:27][CH2:26]1.C(N=C=NCCCN(C)C)C>C(Cl)Cl>[NH2:11][CH:24]([CH:25]1[CH2:30][CH2:29][CH2:28][CH2:27][CH2:26]1)[CH2:23][C@@H:31]([OH:37])[CH2:32][CH2:33][CH:34]([CH3:36])[CH3:35]. Procedure details: To a solution of Nα -t-butoxycarbonyl-Nα -methyl-Nim -tosyl-L-histidine (2.77 g) and 2(S)-amino-1-cyclohexyl-3(S)-hydroxy-6-methylheptane (1.49 g) in dry methylene chloride (60 ml) which was cooled at 0° C., was added N-ethyl-N'-(3-dimethylaminopropyl)carbodiimide (1.25 g). The mixture was stirred at ambient temperature for 3 hours. After evaporation of the solvent, the residue was dissolved in ethyl acetate (200 ml) and the solution was washed with 0.5% hydrochloric acid, saturated sodium bicar...